From a dataset of the Open Reaction Database (ORD), a public repository of structured organic reaction records. describe an organic reaction: reactants, conditions, products, and yield The reactants are ClC1=C(C=O)C(=CC=C1)Cl (2,6-dichlorobenzaldehyde), CCOC(=O)CP(=O)(OCC)OCC (triethyl phosphono acetate), CC(C)(C)[O-].[K+] (t-BuOK). The solvent is C1CCOC1 (THF). Reaction conditions: time 10 hour. Yields the product C(C)OC(\C=C\C1=C(C=CC=C1Cl)Cl)=O ((E)-Ethyl-3-(2,6-dichlorophenyl)acrylate). Reaction SMILES: [Cl:1][C:2]1[CH:9]=[CH:8][CH:7]=[C:6]([Cl:10])[C:3]=1[CH:4]=O.[CH3:11][CH2:12][O:13][C:14]([CH2:16]P(OCC)(OCC)=O)=[O:15].CC([O-])(C)C.[K+]>C1COCC1>[CH2:12]([O:13][C:14](=[O:15])/[CH:16]=[CH:4]/[C:3]1[C:2]([Cl:1])=[CH:9][CH:8]=[CH:7][C:6]=1[Cl:10])[CH3:11] |f:2.3|. Procedure: To a stirred solution of 2,6-dichlorobenzaldehyde (5.0 g, 28.56 mmol) in THF was added triethyl phosphono acetate (6.4 g, 28.56 mmol) at 0° C. The reaction mixture was added t-BuOK (3.2 g, 28.56 mmol) at room temperature. The mixture was stirred for 10 h then the resulting mixture was quenched with 1N HCl, diluted with ether, washed with water, dried over MgSO4, filtered, and concentrated under reduced pressure. The crude product was purified by SiO2 gel column chromatography (4.3 g 40˜60%)